This data is from the Open Reaction Database (ORD), a public repository of structured organic reaction records. The task is: describe an organic reaction: reactants, conditions, products, and yield The reactants are C(C)OC1=C(C(=C(C2=CC=CC=C12)OCC1=CC=CC=C1)C(=O)O)C(=O)O (1-(ethyloxy)-4-[(phenylmethyl)oxy]-2,3-naphthalenedicarboxylic acid), NC1=C(C=C(C=C1)CC(=O)OCC)F (ethyl (4-amino-3-fluorophenyl)acetate). The reagents and catalysts are CN(C)C=1C=CN=CC1 (DMAP). The solvent is C(C)(=O)O (acetic acid). Product: C(C)OC1=C2C(=C(C=3C(N(C(C13)=O)C1=C(C=C(C=C1)CC(=O)OCC)F)=O)OCC1=CC=CC=C1)C=CC=C2 (Ethyl (4-{4-(ethyloxy)-1,3-dioxo-9-[(phenylmethyl)oxy]-1,3-dihydro-2H-benzo[f]isoindol-2-yl}-3-fluorophenyl)acetate). Yield: 110.2%. RXN SMILES: [CH2:1]([O:3][C:4]1[C:13]2[C:8](=[CH:9][CH:10]=[CH:11][CH:12]=2)[C:7]([O:14][CH2:15][C:16]2[CH:21]=[CH:20][CH:19]=[CH:18][CH:17]=2)=[C:6]([C:22](O)=[O:23])[C:5]=1[C:25](O)=[O:26])[CH3:2].[NH2:28][C:29]1[CH:34]=[CH:33][C:32]([CH2:35][C:36]([O:38][CH2:39][CH3:40])=[O:37])=[CH:31][C:30]=1[F:41]>CN(C1C=CN=CC=1)C.C(O)(=O)C>[CH2:1]([O:3][C:4]1[C:5]2[C:25](=[O:26])[N:28]([C:29]3[CH:34]=[CH:33][C:32]([CH2:35][C:36]([O:38][CH2:39][CH3:40])=[O:37])=[CH:31][C:30]=3[F:41])[C:22](=[O:23])[C:6]=2[C:7]([O:14][CH2:15][C:16]2[CH:21]=[CH:20][CH:19]=[CH:18][CH:17]=2)=[C:8]2[CH:9]=[CH:10][CH:11]=[CH:12][C:13]=12)[CH3:2]. Procedure: A mixture of 1-(ethyloxy)-4-[(phenylmethyl)oxy]-2,3-naphthalenedicarboxylic acid (1.40 g, 3.32 mmol), ethyl (4-amino-3-fluorophenyl)acetate (1.24 g, 6.30 mmol) and DMAP (0.121 g, 0.995 mmol) were heated to 120° C. in acetic acid (20 ml) for 6 hours. The reaction mixture was triturated with water and the resulting yellow solid was collected by filtration and dried in the vacuum oven to give the title compound (1.93 g, 3.66 mmol). LC/MS: Rt=3.95, [MH]+ 528. Starting materials: OC1=C(C#N)C(=CC=C1)[N+](=O)[O-] (2-hydroxy-6-nitrobenzonitrile), C(=O)([O-])[O-].[Cs+].[Cs+] (Cs2CO3), C(C1=CC=CC=C1)Br (benzyl bromide). The solvent is CC(=O)C (acetone). Product: [N+](=O)([O-])C1=C(C#N)C(=CC=C1)OCC1=CC=CC=C1 (2-nitro-6-(benzyloxy)benzonitrile). Yield: 32.3%. RXN SMILES: [OH:1][C:2]1[CH:9]=[CH:8][CH:7]=[C:6]([N+:10]([O-:12])=[O:11])[C:3]=1[C:4]#[N:5].C([O-])([O-])=O.[Cs+].[Cs+].[CH2:19](Br)[C:20]1[CH:25]=[CH:24][CH:23]=[CH:22][CH:21]=1>CC(C)=O>[N+:10]([C:6]1[CH:7]=[CH:8][CH:9]=[C:2]([O:1][CH2:19][C:20]2[CH:25]=[CH:24][CH:23]=[CH:22][CH:21]=2)[C:3]=1[C:4]#[N:5])([O-:12])=[O:11] |f:1.2.3|. Procedure: To a solution of 2-hydroxy-6-nitrobenzonitrile (Example 115) (1.0 g, 6.09 mmol) and Cs2CO3 (2.16 g, 6.64 mmol) in acetone (14 mL) was added benzyl bromide (1.16 g, 6.76 mmol). The reaction was refluxed under N2 for 1.5 hours, then filtered and the filtrate concentrated. The residue was purified by flash chromatography 3:2 Hexane:EtOAc to provide 2-nitro-6-(benzyloxy)benzonitrile (500 mg, 32%). 1H NMR (400 MHz, MeOD) δ 5.40 (s, 2H), 7.34-7.45 (m, 3H), 7.53 (m, 2H), 7.69 (dd, J=8.6, 0.8 Hz, 1H), 7... Reactants: O=S(=O)(Cl)c1ccc(C(F)(F)F)cc1, Nc1cccc(-c2c(C(=O)c3ccccc3)cnc3c(C(F)(F)F)cccc23)c1. Product: O=C(c1ccccc1)c1cnc2c(C(F)(F)F)cccc2c1-c1cccc(NS(=O)(=O)c2ccc(C(F)(F)F)cc2)c1. As a reaction SMILES: [F:30][C:31]([c:32]1[cH:33][cH:34][c:35]([S:38](=[O:39])(=[O:40])[Cl:41])[cH:36][cH:37]1)([F:42])[F:43].[NH2:1][c:2]1[cH:3][c:4](-[c:8]2[c:9]([C:22](=[O:23])[c:24]3[cH:25][cH:26][cH:27][cH:28][cH:29]3)[cH:10][n:11][c:12]3[c:13]([C:18]([F:19])([F:20])[F:21])[cH:14][cH:15][cH:16][c:17]23)[cH:5][cH:6][cH:7]1>>[NH:1]([c:2]1[cH:3][c:4](-[c:8]2[c:9]([C:22](=[O:23])[c:24]3[cH:25][cH:26][cH:27][cH:28][cH:29]3)[cH:10][n:11][c:12]3[c:13]([C:18]([F:19])([F:20])[F:21])[cH:14][cH:15][cH:16][c:17]23)[cH:5][cH:6][cH:7]1)[S:38]([c:35]1[cH:34][cH:33][c:32]([C:31]([F:30])([F:42])[F:43])[cH:37][cH:36]1)(=[O:39])=[O:40]. Starting materials: CC(CC(=O)O)CCC(C)=O (3-Methyl-6-oxoheptanoic acid), C(C)I (Ethyl iodide), O (water), C([O-])([O-])=O.[Na+].[Na+] (sodium carbonate). Solvent: CN(C=O)C (dimethylformamide). Reaction conditions: time 2 hour. Product: CC(CC(=O)OCC)CCC(C)=O (Ethyl 3-methyl-6-oxoheptanoate), oil. As a reaction SMILES: [CH3:1][CH:2]([CH2:7][CH2:8][C:9](=[O:11])[CH3:10])[CH2:3][C:4]([OH:6])=[O:5].C(=O)([O-])[O-].[Na+].[Na+].[CH2:18](I)[CH3:19].O>CN(C)C=O>[CH3:1][CH:2]([CH2:7][CH2:8][C:9](=[O:11])[CH3:10])[CH2:3][C:4]([O:6][CH2:18][CH3:19])=[O:5] |f:1.2.3|. Procedure details: 3-Methyl-6-oxoheptanoic acid (2.45 g) was stirred in dry dimethylformamide (60 ml) at 20° C. and anhydrous sodium carbonate (1.64 g) was added. Ethyl iodide (5.4 ml) was added dropwise and the mixture was refluxed with stirring for 2 hours. The mixture was cooled, poured into water and the aqueous mixture was extracted with diethyl ether. The ethereal extracts were washed with saturated aqueous sodium thiosulphate solution, water, and dried over anhydrous magnesium sulphate. The solvent was remo... Starting materials: COC=1CCCCCN1 (7-methoxy-3,4,5,6-tetrahydro-2H-azepine), O.NN (hydrazine hydrate). Run in C(C)O (ethanol). The product is N(N)C=1CCCCCN1 (7-Hydrazino-3,4,5,6-tetrahydro-2H-azepine). As a reaction SMILES: CO[C:3]1[CH2:4][CH2:5][CH2:6][CH2:7][CH2:8][N:9]=1.O.[NH2:11][NH2:12]>C(O)C>[NH:11]([C:3]1[CH2:4][CH2:5][CH2:6][CH2:7][CH2:8][N:9]=1)[NH2:12] |f:1.2|. Procedure details: A 22.5 g portion 7-methoxy-3,4,5,6-tetrahydro-2H-azepine was reacted with 11.3 g of hydrazine hydrate in 200 ml of ethanol by the procedure of Example 9, giving the desired intermediate. Starting materials: N1C=CC=2C1=NC=CC2 (1H-pyrrolo[2,3-b]pyridine), [OH-].[K+] (potassium hydroxide), O[C@H]1[C@@H](CCCC1)NC=1SC2=C(N1)C=CC(=C2)C=O (2-(((1R,2R)-2-hydroxycyclohexyl)amino)benzo[d]thiazole-6-carbaldehyde), CO (MeOH). The solvent is CCOC(=O)C (EtOAc). Run at time 14 day. Product: COC(C1=CC2=C(N=C(S2)N[C@H]2[C@@H](CCCC2)O)C=C1)C1=CNC2=NC=CC=C21 ((1R,2R)-2-((6-(methoxy(1H-pyrrolo[2,3-b]pyridin-3-yl)methyl)benzo[d]thiazol-2-yl)amino)cyclohexanol). The yield is 5.4%. Reaction SMILES: [NH:1]1[C:5]2=[N:6][CH:7]=[CH:8][CH:9]=[C:4]2[CH:3]=[CH:2]1.[OH-].[K+].[OH:12][C@@H:13]1[CH2:18][CH2:17][CH2:16][CH2:15][C@H:14]1[NH:19][C:20]1[S:21][C:22]2[CH:28]=[C:27]([CH:29]=[O:30])[CH:26]=[CH:25][C:23]=2[N:24]=1.[CH3:31]O>CCOC(C)=O>[CH3:31][O:30][CH:29]([C:3]1[C:4]2[C:5](=[N:6][CH:7]=[CH:8][CH:9]=2)[NH:1][CH:2]=1)[C:27]1[CH:26]=[CH:25][C:23]2[N:24]=[C:20]([NH:19][C@@H:14]3[CH2:15][CH2:16][CH2:17][CH2:18][C@H:13]3[OH:12])[S:21][C:22]=2[CH:28]=1 |f:1.2|. Reported procedure: To a solution of 1H-pyrrolo[2,3-b]pyridine (205 mg, 1.74 mmol) in MeOH (20 mL) were added potassium hydroxide (162 mg, 2.9 mmol) and 2-(((1R,2R)-2-hydroxycyclohexyl)amino)benzo[d]thiazole-6-carbaldehyde from Step 2 of this Example (400 mg, 1.45 mmol) sequentially at rt. The reaction mixture was stirred at rt for 14 d. The resulting mixture was diluted with EtOAc (80 mL) and washed with water, brine. The organic layer was dried over MgSO4, and concentrated under reduced pressure. The crude produc... Run at time 30 minute. Reported procedure: 2.41 Grams of 60% sodium hydride in oil was suspended in 100 ml of N,N-dimethylformamide and to the suspension was added gradually 17.44 g of benzyl 6-phenylsalicylate dissolved in 50 ml of N,N-dimethylformamide. Then, the mixture was stirred at room temperature for 30 minutes. To the reaction system was added 10.01 g of 4-chloro-2,6-dimethoxypyrimidine in 50 ml of N,N-dimethylformamide and the reaction mixture was heated at 100°-110° C. with stirring for 3 hours. After cooling on standing, the ... RXN SMILES: [H-].[Na+].[C:3]1([C:9]2[CH:10]=[CH:11][CH:12]=[C:13]([OH:25])[C:14]=2[C:15]([O:17][CH2:18][C:19]2[CH:24]=[CH:23][CH:22]=[CH:21][CH:20]=2)=[O:16])[CH:8]=[CH:7][CH:6]=[CH:5][CH:4]=1.Cl[C:27]1[CH:32]=[C:31]([O:33][CH3:34])[N:30]=[C:29]([O:35][CH3:36])[N:28]=1.Cl>CN(C)C=O.CCCCCC.C(OCC)(=O)C>[CH3:36][O:35][C:29]1[N:28]=[C:27]([O:25][C:13]2[CH:12]=[CH:11][CH:10]=[C:9]([C:3]3[CH:4]=[CH:5][CH:6]=[CH:7][CH:8]=3)[C:14]=2[C:15]([O:17][CH2:18][C:19]2[CH:20]=[CH:21][CH:22]=[CH:23][CH:24]=2)=[O:16])[CH:32]=[C:31]([O:33][CH3:34])[N:30]=1 |f:0.1,6.7|. Reactants: ClC1=NC(=NC(=C1)OC)OC (4-chloro-2,6-dimethoxypyrimidine), [H-].[Na+] (sodium hydride), Cl (hydrochloric acid), C1(=CC=CC=C1)C=1C=CC=C(C1C(=O)OCC1=CC=CC=C1)O (benzyl 6-phenylsalicylate). Yields the product COC1=NC(=CC(=N1)OC1=C(C(=O)OCC2=CC=CC=C2)C(=CC=C1)C1=CC=CC=C1)OC (benzyl 2-(2,6-dimethoxypyrimidine-4-yloxy)-6-phenylbenzoate). The solvent is CN(C=O)C (N,N-dimethylformamide), CCCCCC.C(C)(=O)OCC (hexane ethyl acetate), CN(C=O)C (N,N-dimethylformamide), CN(C=O)C (N,N-dimethylformamide). Isolated yield 85.0%.